Dataset: the Open Reaction Database (ORD), a public repository of structured organic reaction records. Task: describe an organic reaction: reactants, conditions, products, and yield Starting materials: C(C)OC(=O)C1=NN(C(C=2C1=CSC2N)=O)C2=CC=CC=C2 (5-Amino-4-oxo-3-phenyl-3,4-dihydro-thieno[3,4-d]pyridazine-1-carboxylic acid ethyl ester), O.NN (hydrazine hydrate), O.NN (hydrazine hydrate), O.NN (hydrazine hydrate). Solvent: C(C)O (ethanol). Product: NC=1SC=C2C(=NN(C(C21)=O)C2=CC=CC=C2)C(=O)NN (5-Amino-4-oxo-3-phenyl-3,4-dihydro-thieno[3 ,4-d]pyridazine-1-carboxylic acid hydrazide). Isolated yield 94.3%. RXN SMILES: C([O:3][C:4]([C:6]1[C:11]2=[CH:12][S:13][C:14]([NH2:15])=[C:10]2[C:9](=[O:16])[N:8]([C:17]2[CH:22]=[CH:21][CH:20]=[CH:19][CH:18]=2)[N:7]=1)=O)C.O.[NH2:24][NH2:25]>C(O)C>[NH2:15][C:14]1[S:13][CH:12]=[C:11]2[C:10]=1[C:9](=[O:16])[N:8]([C:17]1[CH:22]=[CH:21][CH:20]=[CH:19][CH:18]=1)[N:7]=[C:6]2[C:4]([NH:24][NH2:25])=[O:3] |f:1.2|. Procedure details: To a solution of 5-Amino-4-oxo-3-phenyl-3,4-dihydro-thieno[3,4-d]pyridazine-1-carboxylic acid ethyl ester (20 g, 0.063 mol, prepared as described in example 25) in ethanol (400 ml) was added hydrazine hydrate (3.3 g, 0.066 mol). The reaction mixture was stirred at reflux temperature for 6 h at which time an additional portion of hydrazine hydrate (3.3 g, 0.066 mol) was added and the resulting mixture was stirred for an additional 66 h at reflux temperature. An additional portion of hydrazine hyd... The reactants are C(C)(=O)N1C(C(C2=CC=CC=C12)=C(C1=CC=CC=C1)O)=O (1-acetyl-3-(1-hydroxy-1-phenyl-methylidene)-2-indolinone), P(Cl)(Cl)(Cl)(Cl)Cl (phosphorus pentachloride). The solvent is C1(=CC=CC=C1)C (toluene). Conditions: time 18 hour. Yields the product C(C)(=O)N1C(C(C2=CC=CC=C12)=C(C1=CC=CC=C1)Cl)=O (1-acetyl-3-(1-chloro-1-phenyl-methylidene)-2-indolinone). Reaction SMILES: [C:1]([N:4]1[C:12]2[C:7](=[CH:8][CH:9]=[CH:10][CH:11]=2)[C:6](=[C:13](O)[C:14]2[CH:19]=[CH:18][CH:17]=[CH:16][CH:15]=2)[C:5]1=[O:21])(=[O:3])[CH3:2].P(Cl)(Cl)(Cl)(Cl)[Cl:23]>C1(C)C=CC=CC=1>[C:1]([N:4]1[C:12]2[C:7](=[CH:8][CH:9]=[CH:10][CH:11]=2)[C:6](=[C:13]([Cl:23])[C:14]2[CH:19]=[CH:18][CH:17]=[CH:16][CH:15]=2)[C:5]1=[O:21])(=[O:3])[CH3:2]. Procedure details: 5.6 g (20 mmol) of 1-acetyl-3-(1-hydroxy-1-phenyl-methylidene)-2-indolinone are suspended in 45 ml of toluene and while cooling with ice combined with 4.2 g (20 mmol) of phosphorus pentachloride and then stirred for 18 hours at ambient temperature. The precipitate formed after cooling with ice is suction filtered and dried. Starting materials: C(=O)(OC(C)(C)C)N1CCC(CC1)C(=O)N1CCN(CC1)S(=O)(=O)C1=CC2=CC=C(C=C2C=C1)Cl (1-(1-Boc-piperidin-4-yl-carbonyl)-4-(6-chloronaphthalen-2-ylsulfonyl)piperazine), C1(=CC=CC=C1)OC (anisole), C(=O)(C(F)(F)F)O (TFA). The solvent is ClCCl (dichloromethane). Run at time 90 minute. Product: FC(C(=O)O)(F)F.N1CCC(CC1)C(=O)N1CCN(CC1)S(=O)(=O)C1=CC2=CC=C(C=C2C=C1)Cl (1-(Piperidin-4-ylcarbonyl)-4-(6-chloronaphthalen-2-yl-sulfonyl)piperazine Trifluoroacetate). The yield is 99.0%. Reaction SMILES: C([N:8]1[CH2:13][CH2:12][CH:11]([C:14]([N:16]2[CH2:21][CH2:20][N:19]([S:22]([C:25]3[CH:34]=[CH:33][C:32]4[C:27](=[CH:28][CH:29]=[C:30]([Cl:35])[CH:31]=4)[CH:26]=3)(=[O:24])=[O:23])[CH2:18][CH2:17]2)=[O:15])[CH2:10][CH2:9]1)(OC(C)(C)C)=O.C1(OC)C=CC=CC=1.[C:44]([OH:50])([C:46]([F:49])([F:48])[F:47])=[O:45]>ClCCl>[F:47][C:46]([F:49])([F:48])[C:44]([OH:50])=[O:45].[NH:8]1[CH2:13][CH2:12][CH:11]([C:14]([N:16]2[CH2:17][CH2:18][N:19]([S:22]([C:25]3[CH:34]=[CH:33][C:32]4[C:27](=[CH:28][CH:29]=[C:30]([Cl:35])[CH:31]=4)[CH:26]=3)(=[O:24])=[O:23])[CH2:20][CH2:21]2)=[O:15])[CH2:10][CH2:9]1 |f:4.5|. Procedure details: To a stirring solution of 1-(1-Boc-piperidin-4-yl-carbonyl)-4-(6-chloronaphthalen-2-ylsulfonyl)piperazine (2.2 g, 4.2 mmol) in dichloromethane (25 mL) was added anisole (2 mL) followed by TFA (25 mL). After 90 min, the solvents were removed in vacuo and the residue was dissolved in a few mL of dichloromethane and diluted with diethyl ether (200 mL). After stirring for 2 h, the suspension was sonicated and filtered and then the solid was washed with diethyl ether and dried in vacuo to give 2.25 g... Starting materials: Cl (HCl), [Li+].[Cl-] (LiCl), NC=1SC2=C(N=CN=C2N)N1 (2,7-diaminothiazolo[4,5-d]pyrimidine), [OH-].[Na+] (NaOH), N(=O)[O-].[Na+] (sodium nitrite). Run in O (water), O (water), O (water). Conditions: temperature 45 celsius, time 8 hour. Product: NC=1C2=C(N=CN1)N=C(S2)Cl (7-Amino-2-chlorothiazolo[4,5-d]pyrimidine). Reaction SMILES: N[C:2]1[S:3][C:4]2[C:9]([NH2:10])=[N:8][CH:7]=[N:6][C:5]=2[N:11]=1.[OH-].[Na+].N([O-])=O.[Na+].[ClH:18].[Li+].[Cl-]>O>[NH2:10][C:9]1[C:4]2[S:3][C:2]([Cl:18])=[N:11][C:5]=2[N:6]=[CH:7][N:8]=1 |f:1.2,3.4,6.7|. Procedure details: To a suspension of 2,7-diaminothiazolo[4,5-d]pyrimidine (27: 16.3 g, 97.3 mmol) in water (200 mL) at 55° C. was added enough 1N NaOH (about 100 mL) to dissolve the starting material and sodium nitrite (8.0 g) was then added. This solution was then added dropwise over 30 min. to a solution containing con HCl (400 mL), water (100 mL) and LiCl (60 g) at 30° C. The resulting mixture was warmed to 45° C. for 15 min. and then hot water (1 L, 90°) was added. The reaction mixture was stirred overnight a... Reactants: O=C([O-])O, CCO, NCc1ccc(F)cc1-c1ccccc1Cl, Cl, NC(=O)CI, [Na+]. Yields the product NC(=O)CNCc1ccc(F)cc1-c1ccccc1Cl. As a reaction SMILES: [C:23](=[O:24])([OH:25])[O-:26].[CH3:28][CH2:29][OH:30].[Cl:2][c:3]1[c:4](-[c:9]2[c:10]([CH2:16][NH2:17])[cH:11][cH:12][c:13]([F:15])[cH:14]2)[cH:5][cH:6][cH:7][cH:8]1.[ClH:1].[I:18][CH2:19][C:20](=[O:21])[NH2:22].[Na+:27]>>[Cl:2][c:3]1[c:4](-[c:9]2[c:10]([CH2:16][NH:17][CH2:19][C:20](=[O:21])[NH2:22])[cH:11][cH:12][c:13]([F:15])[cH:14]2)[cH:5][cH:6][cH:7][cH:8]1. The reactants are CC(=O)O[BH-](OC(C)=O)OC(C)=O, CO, O=c1[nH]c2ccc(C3CCC(NCCCc4ccc(F)cc4)CC3)cc2s1, [Na+], [Na+], [OH-], O. The product is CN(CCCc1ccc(F)cc1)C1CCC(c2ccc3[nH]c(=O)sc3c2)CC1. As a reaction SMILES: [C:29]([O:30][BH-:31]([O:32][C:33](=[O:34])[CH3:35])[O:36][C:37](=[O:38])[CH3:39])(=[O:40])[CH3:41].[CH3:45][OH:46].[F:1][c:2]1[cH:3][cH:4][c:5]([CH2:8][CH2:9][CH2:10][NH:11][CH:12]2[CH2:13][CH2:14][CH:15]([c:18]3[cH:19][c:20]4[c:21]([nH:22][c:23](=[O:25])[s:24]4)[cH:26][cH:27]3)[CH2:16][CH2:17]2)[cH:6][cH:7]1.[Na+:42].[Na+:44].[OH-:43].[OH2:28]>>[F:1][c:2]1[cH:3][cH:4][c:5]([CH2:8][CH2:9][CH2:10][N:11]([CH:12]2[CH2:13][CH2:14][CH:15]([c:18]3[cH:19][c:20]4[c:21]([nH:22][c:23](=[O:25])[s:24]4)[cH:26][cH:27]3)[CH2:16][CH2:17]2)[CH3:29])[cH:6][cH:7]1.